Dataset: the Open Reaction Database (ORD), a public repository of structured organic reaction records. Task: describe an organic reaction: reactants, conditions, products, and yield Reactants: Cl.NO (Hydroxylamine hydrochloride), [OH-].[Na+] (sodium hydroxide), C1(CCC2=CC=CC=C12)=O (1-Indanone). The solvent is O (water), O (water), 3A, C(C)O (ethanol). Yields the product C1(CCC2=CC=CC=C12)=NO (1-Indanone Oxime). As a reaction SMILES: Cl.[NH2:2][OH:3].[OH-].[Na+].[C:6]1(=O)[C:14]2[C:9](=[CH:10][CH:11]=[CH:12][CH:13]=2)[CH2:8][CH2:7]1>O.C(O)C>[C:6]1(=[N:2][OH:3])[C:14]2[C:9](=[CH:10][CH:11]=[CH:12][CH:13]=2)[CH2:8][CH2:7]1 |f:0.1,2.3|. Reported procedure: In a 12 l four-necked flask fitted with a mechanical stirrer, a reflux condenser and a thermometer was placed 3.6 l of deionized water. Hydroxylamine hydrochloride was added. A clear, colorless solution formed (pH 2.5) to which was added 475 ml of 50% sodium hydroxide which had been diluted to 2.4 l with deionized water (pH 6.2). 1-Indanone was dissolved in 2.4 l of 3A anhydrous ethanol and added to the flask. The slightly turbid solution was heated at reflux for 15 minutes. A white solid starte... Reactants: CN1CCN(C(=O)c2ccc3cc(Br)ccc3c2)CC1, CC(C)(C)NC(=O)c1cc(Cl)ccn1, COc1ccc(CN(Cc2ccc(OC)cc2)c2ncc(-c3nc(N4CCOCC4)nc4c3CCN4)cn2)cc1. The product is COc1ccc(CN(Cc2ccc(OC)cc2)c2ncc(-c3nc(N4CCOCC4)nc4c3CCN4c3ccc4cc(C(=O)N5CCN(C)CC5)ccc4c3)cn2)cc1. RXN SMILES: [Br:41][c:42]1[cH:43][c:44]2[cH:45][cH:46][c:47]([C:52](=[O:53])[N:54]3[CH2:55][CH2:56][N:57]([CH3:60])[CH2:58][CH2:59]3)[cH:48][c:49]2[cH:50][cH:51]1.[C:61]([NH:62][C:63](=[O:64])[c:65]1[n:66][cH:67][cH:68][c:69]([Cl:70])[cH:71]1)([CH3:72])([CH3:73])[CH3:74].[CH3:1][O:2][c:3]1[cH:4][cH:5][c:6]([CH2:7][N:8]([c:9]2[n:10][cH:11][c:12](-[c:15]3[c:16]4[c:17]([n:18][c:19]([N:21]5[CH2:22][CH2:23][O:24][CH2:25][CH2:26]5)[n:20]3)[NH:27][CH2:28][CH2:29]4)[cH:13][n:14]2)[CH2:30][c:31]2[cH:32][cH:33][c:34]([O:37][CH3:38])[cH:35][cH:36]2)[cH:39][cH:40]1>>[CH3:1][O:2][c:3]1[cH:4][cH:5][c:6]([CH2:7][N:8]([c:9]2[n:10][cH:11][c:12](-[c:15]3[c:16]4[c:17]([n:18][c:19]([N:21]5[CH2:22][CH2:23][O:24][CH2:25][CH2:26]5)[n:20]3)[N:27]([c:42]3[cH:43][c:44]5[cH:45][cH:46][c:47]([C:52](=[O:53])[N:54]6[CH2:55][CH2:56][N:57]([CH3:60])[CH2:58][CH2:59]6)[cH:48][c:49]5[cH:50][cH:51]3)[CH2:28][CH2:29]4)[cH:13][n:14]2)[CH2:30][c:31]2[cH:32][cH:33][c:34]([O:37][CH3:38])[cH:35][cH:36]2)[cH:39][cH:40]1.